Dataset: the Open Reaction Database (ORD), a public repository of structured organic reaction records. Task: describe an organic reaction: reactants, conditions, products, and yield Starting materials: COc1cc(C(F)(F)F)c(Br)cn1, [Li]c1c(OC)ncc(Br)c1C(F)(F)F, [Li]CCCC, COc1cc(C)c(C=O)c(OC)c1OC, CC(C)NC(C)C, COc1cc(C(F)(F)F)ccn1, [Li]c1c(C(F)(F)F)ccnc1OC, C1CCOC1, O. Yields the product COc1cc(C)c(C(O)c2c(OC)ncc(Br)c2C(F)(F)F)c(OC)c1OC. Reaction SMILES: [Br:13][c:14]1[c:15]([C:22]([F:23])([F:24])[F:25])[cH:16][c:17]([O:20][CH3:21])[n:18][cH:19]1.[Br:38][c:39]1[c:40]([C:41]([F:42])([F:43])[F:44])[c:45]([Li:46])[c:47]([O:48][CH3:49])[n:50][cH:51]1.[CH2:1]([Li:2])[CH2:3][CH2:4][CH3:5].[CH3:65][O:66][c:67]1[c:68]([CH:69]=[O:70])[c:71]([CH3:79])[cH:72][c:73]([O:77][CH3:78])[c:74]1[O:75][CH3:76].[CH:6]([NH:7][CH:8]([CH3:9])[CH3:10])([CH3:11])[CH3:12].[F:26][C:27]([F:28])([F:29])[c:30]1[cH:31][cH:32][n:33][c:34]([O:35][CH3:36])[cH:37]1.[F:52][C:53]([F:54])([F:55])[c:56]1[cH:57][cH:58][n:59][c:60]([O:61][CH3:62])[c:63]1[Li:64].[O:80]1[CH2:81][CH2:82][CH2:83][CH2:84]1.[OH2:85]>>[Br:13][c:14]1[c:15]([C:22]([F:23])([F:24])[F:25])[c:16]([CH:69]([c:68]2[c:67]([O:66][CH3:65])[c:74]([O:75][CH3:76])[c:73]([O:77][CH3:78])[cH:72][c:71]2[CH3:79])[OH:70])[c:17]([O:20][CH3:21])[n:18][cH:19]1. Starting materials: CC(=O)CC(C)C, Fc1ccc(C(CCCCl)c2ccc(F)cc2)cc1, CC1CC(n2c(=O)[nH]c3cc(Cl)ccc32)CCN1, [I-], [K+], [Na+], [Na+], O=C([O-])[O-], O. Product: CC1CC(n2c(=O)[nH]c3cc(Cl)ccc32)CCN1CCCC(c1ccc(F)cc1)c1ccc(F)cc1. Reaction SMILES: [CH3:47][CH:48]([CH3:49])[CH2:50][C:51](=[O:52])[CH3:53].[Cl:1][CH2:2][CH2:3][CH2:4][CH:5]([c:6]1[cH:7][cH:8][c:9]([F:12])[cH:10][cH:11]1)[c:13]1[cH:14][cH:15][c:16]([F:19])[cH:17][cH:18]1.[Cl:20][c:21]1[cH:22][c:23]2[c:24]([n:25]([CH:29]3[CH2:30][CH:31]([CH3:35])[NH:32][CH2:33][CH2:34]3)[c:26](=[O:28])[nH:27]2)[cH:36][cH:37]1.[I-:45].[K+:44].[Na+:38].[Na+:39].[O-:40][C:41](=[O:42])[O-:43].[OH2:46]>>[CH2:2]([CH2:3][CH2:4][CH:5]([c:6]1[cH:7][cH:8][c:9]([F:12])[cH:10][cH:11]1)[c:13]1[cH:14][cH:15][c:16]([F:19])[cH:17][cH:18]1)[N:32]1[CH:31]([CH3:35])[CH2:30][CH:29]([n:25]2[c:24]3[c:23]([cH:22][c:21]([Cl:20])[cH:37][cH:36]3)[nH:27][c:26]2=[O:28])[CH2:34][CH2:33]1.